This data is from the Open Reaction Database (ORD), a public repository of structured organic reaction records. The task is: describe an organic reaction: reactants, conditions, products, and yield The reactants are S(=O)(Cl)Cl (thionyl chloride), C1(=CC=CC=C1)C=1SC=C(N1)COC1=CC=C(CO)C=C1 (4-(2-phenyl-4-thiazolylmethoxy)benzyl alcohol), O1CCCC1 (tetrahydrofuran). Run in C1(=CC=CC=C1)C (toluene), C1(=CC=CC=C1)C (toluene). Run at time 2 hour. Yields the product ClCC1=CC=C(OCC=2N=C(SC2)C2=CC=CC=C2)C=C1 (4-(4-chloromethylphenoxymethyl)-2-phenylthiazole). The yield is 89.0%. RXN SMILES: S(Cl)([Cl:3])=O.[C:5]1([C:11]2[S:12][CH:13]=[C:14]([CH2:16][O:17][C:18]3[CH:25]=[CH:24][C:21]([CH2:22]O)=[CH:20][CH:19]=3)[N:15]=2)[CH:10]=[CH:9][CH:8]=[CH:7][CH:6]=1.O1CCCC1>C1(C)C=CC=CC=1>[Cl:3][CH2:22][C:21]1[CH:24]=[CH:25][C:18]([O:17][CH2:16][C:14]2[N:15]=[C:11]([C:5]3[CH:10]=[CH:9][CH:8]=[CH:7][CH:6]=3)[S:12][CH:13]=2)=[CH:19][CH:20]=1. Procedure details: A solution of thionyl chloride (1.5 ml) in toluene (5 ml) was added to a mixture of 4-(2-phenyl-4-thiazolylmethoxy)benzyl alcohol (4.35 g), tetrahydrofuran (50 ml) and toluene (50 ml) under ice-cooling, which was stirred at room temperature for 2 hours. The reaction mixture was concentrated. The residue was dissolved in ethyl acetate, and the solution was washed with saturated aqueous sodium bicarbonate solution, then with saturated aqueous sodium chloride solution. The organic layer was dried o...